This data is from the Open Reaction Database (ORD), a public repository of structured organic reaction records. The task is: describe an organic reaction: reactants, conditions, products, and yield The reactants are CC(C)C[Al+]CC(C)C, Cc1ccccc1, CCOC(=O)c1cc(Sc2ccc(C)cn2)n(-c2ccccc2Cl)n1, [H-], [Na+], C1CCOC1, [OH-]. Yields the product Cc1ccc(Sc2cc(C=O)nn2-c2ccccc2Cl)nc1. RXN SMILES: [CH2:27]([Al+:28][CH2:29][CH:30]([CH3:31])[CH3:32])[CH:33]([CH3:34])[CH3:35].[CH3:43][c:44]1[cH:45][cH:46][cH:47][cH:48][cH:49]1.[Cl:1][c:2]1[c:3](-[n:8]2[n:9][c:10]([C:21](=[O:22])[O:23][CH2:24][CH3:25])[cH:11][c:12]2[S:13][c:14]2[n:15][cH:16][c:17]([CH3:20])[cH:18][cH:19]2)[cH:4][cH:5][cH:6][cH:7]1.[H-:26].[Na+:37].[O:38]1[CH2:39][CH2:40][CH2:41][CH2:42]1.[OH-:36]>>[Cl:1][c:2]1[c:3](-[n:8]2[n:9][c:10]([CH:21]=[O:22])[cH:11][c:12]2[S:13][c:14]2[n:15][cH:16][c:17]([CH3:20])[cH:18][cH:19]2)[cH:4][cH:5][cH:6][cH:7]1.